describe an organic reaction: reactants, conditions, products, and yield From a dataset of the Open Reaction Database (ORD), a public repository of structured organic reaction records. The reactants are NC(C[C@@H]1CN(CCO[C@H]1C1=CC(=C(C=C1)Cl)Cl)C(=O)OC(C)(C)C)=NO (tert-butyl (6R,7R)-6-[2-amino-2-(hydroxyimino)ethyl]-7-(3,4-dichlorophenyl)-1,4-oxazepane-4-carboxylate), CC(C)([O-])C.[K+] (potassium tert-butoxide), C(C)(=O)OCC (ethyl acetate), O (water). The solvent is C1(=CC=CC=C1)C (toluene). Reaction conditions: temperature 100 celsius, time 8 hour. The product is ClC=1C=C(C=CC1Cl)[C@H]1[C@@H](CN(CCO1)C(=O)OC(C)(C)C)CC1=NOC(=N1)C (tert-butyl (6R,7R)-7-(3,4-dichlorophenyl)-6-[(5-methyl-1,2,4-oxadiazol-3-yl)methyl]-1,4-oxazepane-4-carboxylate). Yield: 44.6%. RXN SMILES: [NH2:1][C:2](=[N:26][OH:27])[CH2:3][C@H:4]1[C@H:10]([C:11]2[CH:16]=[CH:15][C:14]([Cl:17])=[C:13]([Cl:18])[CH:12]=2)[O:9][CH2:8][CH2:7][N:6]([C:19]([O:21][C:22]([CH3:25])([CH3:24])[CH3:23])=[O:20])[CH2:5]1.[CH3:28][C:29](C)([O-])C.[K+].C(OCC)(=O)C.O>C1(C)C=CC=CC=1>[Cl:18][C:13]1[CH:12]=[C:11]([C@@H:10]2[O:9][CH2:8][CH2:7][N:6]([C:19]([O:21][C:22]([CH3:24])([CH3:23])[CH3:25])=[O:20])[CH2:5][C@H:4]2[CH2:3][C:2]2[N:1]=[C:28]([CH3:29])[O:27][N:26]=2)[CH:16]=[CH:15][C:14]=1[Cl:17] |f:1.2|. Reported procedure: To a solution of tert-butyl (6R,7R)-6-[2-amino-2-(hydroxyimino)ethyl]-7-(3,4-dichlorophenyl)-1,4-oxazepane-4-carboxylate (388 mg, 0.93 mmol) in toluene (4 mL) were added potassium tert-butoxide (208 mg, 1.86 mmol) and ethyl acetate (1 mL, 0.93 mmol). The reaction mixture was stirred at 100° C. overnight. To the reaction mixture was added water, and the mixture was extracted with ethyl acetate. The extract was washed with brine, and dried over anhydrous sodium sulfate. The solvent was evaporated ... The product is Cc1nc[nH]c1C=C1C(=O)Nc2cccc(-c3ccncc3)c21. Starting materials: C1CCNCC1, Cc1nc[nH]c1C=O, CCO, O=C1Cc2c(cccc2-c2ccncc2)N1. RXN SMILES: [CH2:25]1[CH2:26][CH2:27][NH:28][CH2:29][CH2:30]1.[CH3:17][c:18]1[c:19]([CH:23]=[O:24])[nH:20][cH:21][n:22]1.[CH3:31][CH2:32][OH:33].[n:1]1[cH:2][cH:3][c:4](-[c:7]2[c:8]3[c:12]([cH:13][cH:14][cH:15]2)[NH:11][C:10](=[O:16])[CH2:9]3)[cH:5][cH:6]1>>[n:1]1[cH:2][cH:3][c:4](-[c:7]2[c:8]3[c:12]([cH:13][cH:14][cH:15]2)[NH:11][C:10](=[O:16])[C:9]3=[CH:23][c:19]2[c:18]([CH3:17])[n:22][cH:21][nH:20]2)[cH:5][cH:6]1. Yields the product CC(C)N(CCCc1ccc([N+](=O)[O-])cc1)CCNc1cc(=O)n(C)c(=O)n1C. Reaction SMILES: [CH3:1][CH:2]([CH3:3])[NH:4][CH2:5][CH2:6][CH2:7][c:8]1[cH:9][cH:10][c:11]([N+:14](=[O:15])[O-:16])[cH:12][cH:13]1.[CH3:42][C:43]#[N:44].[N:17]1([c:20]2[cH:21][c:22](=[O:29])[n:23]([CH3:28])[c:24](=[O:27])[n:25]2[CH3:26])[CH2:18][CH2:19]1.[OH2:30].[c:31]1([CH3:32])[cH:33][cH:34][c:35]([S:36]([OH:37])(=[O:38])=[O:39])[cH:40][cH:41]1>>[CH3:1][CH:2]([CH3:3])[N:4]([CH2:5][CH2:6][CH2:7][c:8]1[cH:9][cH:10][c:11]([N+:14](=[O:15])[O-:16])[cH:12][cH:13]1)[CH2:19][CH2:18][NH:17][c:20]1[cH:21][c:22](=[O:29])[n:23]([CH3:28])[c:24](=[O:27])[n:25]1[CH3:26]. Reactants: CC(C)NCCCc1ccc([N+](=O)[O-])cc1, CC#N, Cn1c(N2CC2)cc(=O)n(C)c1=O, O, Cc1ccc(S(=O)(=O)O)cc1.